From a dataset of the Open Reaction Database (ORD), a public repository of structured organic reaction records. describe an organic reaction: reactants, conditions, products, and yield The reactants are Cc1ccccc1, CC(C(=O)O)(c1ccc(N2CCOCC2)cc1)c1ccc(N2CCOCC2)cc1, O=[Pb]=O. The product is C=C(c1ccc(N2CCOCC2)cc1)c1ccc(N2CCOCC2)cc1. RXN SMILES: [CH3:33][c:34]1[cH:35][cH:36][cH:37][cH:38][cH:39]1.[O:1]1[CH2:2][CH2:3][N:4]([c:7]2[cH:8][cH:9][c:10]([C:13]([C:14]([OH:16])=[O:17])([CH3:15])[c:18]3[cH:19][cH:20][c:21]([N:24]4[CH2:25][CH2:26][O:27][CH2:28][CH2:29]4)[cH:22][cH:23]3)[cH:11][cH:12]2)[CH2:5][CH2:6]1.[Pb:30](=[O:31])=[O:32]>>[O:1]1[CH2:2][CH2:3][N:4]([c:7]2[cH:8][cH:9][c:10]([C:13](=[CH2:14])[c:18]3[cH:19][cH:20][c:21]([N:24]4[CH2:25][CH2:26][O:27][CH2:28][CH2:29]4)[cH:22][cH:23]3)[cH:11][cH:12]2)[CH2:5][CH2:6]1. Starting materials: CN(C=O)C (Dimethylformamide), FC(C=1C=C(C=CC1)C=CCO)(F)F (3-[3-(trifluoromethyl)phenyl]prop-2-en-1-ol), S(=O)(Cl)Cl (Thionyl chloride). The solvent is ClCCl (dichloromethane). Run at temperature 2.5 celsius, time 1.5 hour. Yields the product ClCC=CC1=CC(=CC=C1)C(F)(F)F (1-[3-chloroprop-1-en-1-yl]-3-(trifluoromethyl)benzene). Reaction SMILES: CN(C)C=O.[F:6][C:7]([F:19])([F:18])[C:8]1[CH:9]=[C:10]([CH:14]=[CH:15][CH2:16]O)[CH:11]=[CH:12][CH:13]=1.S(Cl)([Cl:22])=O>ClCCl>[Cl:22][CH2:16][CH:15]=[CH:14][C:10]1[CH:11]=[CH:12][CH:13]=[C:8]([C:7]([F:19])([F:18])[F:6])[CH:9]=1. Procedure details: Dimethylformamide (5 mL) was added to a solution of 3-[3-(trifluoromethyl)phenyl]prop-2-en-1-ol (50 g) in dichloromethane (500 mL) at 0 to 5° C. Thionyl chloride (44.2 g) was slowly added to the above mixture maintaining the temperature at about 0 to 5° C. The reaction mixture was stirred at 0 to 5° C. for 1-2 hours. After completion of the reaction, the mixture was quenched with ice-chilled de-ionized water (250 mL) at 0-10° C. and stirred for 30 minutes. Organic layer was separated, washed twi... Reactants: Cc1ccnc(N)c1C, C=CC(C)C(=O)O, CCOCC, OCCCl. Yields the product C=CC(C)C(=O)OCCCl. RXN SMILES: [CH3:12][c:13]1[cH:14][cH:15][n:16][c:17]([NH2:18])[c:19]1[CH3:20].[CH3:1][CH:2]([C:3](=[O:4])[OH:5])[CH:6]=[CH2:7].[CH3:21][CH2:22][O:23][CH2:24][CH3:25].[OH:8][CH2:9][CH2:10][Cl:11]>>[CH3:1][CH:2]([C:3]([O:4][CH2:9][CH2:10][Cl:11])=[O:5])[CH:6]=[CH2:7]. The reactants are CNC(=O)C1=NC=NC2=C(C=CC=C12)[C@@H](CNC(C(F)(F)F)=O)C ((S)—N-methyl-8-(1-(2,2,2-trifluoroacetamido)propan-2-yl)quinazoline-4-carboxamide), C(=O)([O-])[O-].[K+].[K+] (K2CO3). Run in CO (MeOH), O (water). Yields the product NC[C@@H](C)C=1C=CC=C2C(=NC=NC12)C(=O)NC ((S)-8-(1-aminopropan-2-yl)-N-methylquinazoline-4-carboxamide). As a reaction SMILES: [CH3:1][NH:2][C:3]([C:5]1[C:14]2[C:9](=[C:10]([C@H:15]([CH3:24])[CH2:16][NH:17]C(=O)C(F)(F)F)[CH:11]=[CH:12][CH:13]=2)[N:8]=[CH:7][N:6]=1)=[O:4].C([O-])([O-])=O.[K+].[K+]>CO.O>[NH2:17][CH2:16][C@H:15]([C:10]1[CH:11]=[CH:12][CH:13]=[C:14]2[C:9]=1[N:8]=[CH:7][N:6]=[C:5]2[C:3]([NH:2][CH3:1])=[O:4])[CH3:24] |f:1.2.3|. Reported procedure: As shown in step 12-iii of Scheme 12, a solution of (S)—N-methyl-8-(1-(2,2,2-trifluoroacetamido)propan-2-yl)quinazoline-4-carboxamide (200 mg, 0.588 mmol), K2CO3 (406 mg, 2.94 mmol) in MeOH (10 mL) and water (0.5 mL) was heated at 60° C. for 1 hour. The reaction mixture concentrated under reduced pressure and dried under high vacuum to provide (S)-8-(1-aminopropan-2-yl)-N-methylquinazoline-4-carboxamide (compound 2054). LC-MS: 245.09 (M+), which was used in the following reaction as is. The reactants are C(CCC)(=O)O[C@H](CCl)C1=CC=CC=C1 ((S)-2-chloro-1-phenylethyl butyrate), Cl (hydro chloric acid). The product is ClC[C@@H](O)C1=CC=CC=C1 ((S)-2-chloro-1-phenylethanol). Isolated yield 23.0%. Reaction SMILES: C([O:6][C@@H:7]([C:10]1[CH:15]=[CH:14][CH:13]=[CH:12][CH:11]=1)[CH2:8][Cl:9])(=O)CCC.Cl>>[Cl:9][CH2:8][C@H:7]([C:10]1[CH:15]=[CH:14][CH:13]=[CH:12][CH:11]=1)[OH:6]. Reported procedure: Sixteen grammes of enzyme (produced by Amano pharmaceutical Co. Ltd., Lipase "Amano CES"), 7.9g (0.05mol) of (R,S)-2-chloro-1-phenylethanol and 17.8g (0.059mol) of tributyrin were charged into three-necked flask and reacted with stirring for 16days at 35° C. After the reaction was stopped, the enzyme was removed by filtration, the filtrate was concentrated by distillation under reduced pressure, and the desired compounds were isolated by column chromatography. As the result, 4.0g of (R)-2-chloro... Reactants: Cl.C(C)(=O)OCC (Hydrochloric acid ethyl acetate), CN(CCCN1C(=NC2=C1C=CC(=C2)C(=O)N(C)C)CCCCCCCCCCCCCCCCC)C (1-[3-(dimethylamino)propyl]-2-heptadecyl-N,N-dimethyl-1H-benzimidazole-5-carboxamide). Run in C(C)(=O)OCC (ethyl acetate). Run at time 10 minute. Product: Cl.CN(CCCN1C(=NC2=C1C=CC(=C2)C(=O)N(C)C)CCCCCCCCCCCCCCCCC)C (1-[3-(Dimethylamino)propyl]-2-heptadecyl-N,N-dimethyl-1H-benzimidazole-5-carboxamide monohydrochloride). Reaction SMILES: [ClH:1].C(OCC)(=O)C.[CH3:8][N:9]([CH3:44])[CH2:10][CH2:11][CH2:12][N:13]1[C:17]2[CH:18]=[CH:19][C:20]([C:22]([N:24]([CH3:26])[CH3:25])=[O:23])=[CH:21][C:16]=2[N:15]=[C:14]1[CH2:27][CH2:28][CH2:29][CH2:30][CH2:31][CH2:32][CH2:33][CH2:34][CH2:35][CH2:36][CH2:37][CH2:38][CH2:39][CH2:40][CH2:41][CH2:42][CH3:43]>C(OCC)(=O)C>[ClH:1].[CH3:44][N:9]([CH3:8])[CH2:10][CH2:11][CH2:12][N:13]1[C:17]2[CH:18]=[CH:19][C:20]([C:22]([N:24]([CH3:26])[CH3:25])=[O:23])=[CH:21][C:16]=2[N:15]=[C:14]1[CH2:27][CH2:28][CH2:29][CH2:30][CH2:31][CH2:32][CH2:33][CH2:34][CH2:35][CH2:36][CH2:37][CH2:38][CH2:39][CH2:40][CH2:41][CH2:42][CH3:43] |f:0.1,4.5|. Reported procedure: 4N Hydrochloric acid/ethyl acetate solution (0.20 ml) was added to a solution containing 1-[3-(dimethylamino)propyl]-2-heptadecyl-N,N-dimethyl-1H-benzimidazole-5-carboxamide (0.41 g) in ethyl acetate (4 ml). After being stirred for 10 minutes at room temperature, the reaction mixture was concentrated. The residue was recrystallized with a mixed solution of n-hexane-ethyl acetate, thereby yielding the entitled compound (0.32 g) as grayish yellow solid.